This data is from the Open Reaction Database (ORD), a public repository of structured organic reaction records. The task is: describe an organic reaction: reactants, conditions, products, and yield The reactants are ClC=1C=CC=C2C=NN3C(C12)=C(C=C(C3=O)C3=CC=CC=C3)C(=O)OC (methyl 11-chloro-4-oxo-3-phenyl4H-pyrido[2,1-a]phthalazine-1-carboxylate), [OH-].[K+] (potassium hydroxide). Solvent: CO (methanol). The product is ClC1=C(C(=CC=C1)C#N)C1=C(C(=O)O)C=C(C(N1)=O)C1=CC=CC=C1 (2-[2-chloro-6-cyanophenyl)-1,6-dihydro-6-oxo-5-phenylnicotinic acid). Yield: 99.4%. RXN SMILES: [Cl:1][C:2]1[CH:3]=[CH:4][CH:5]=[C:6]2[C:11]=1[C:10]1=[C:12]([C:23]([O:25]C)=[O:24])[CH:13]=[C:14]([C:17]3[CH:22]=[CH:21][CH:20]=[CH:19][CH:18]=3)[C:15](=[O:16])[N:9]1[N:8]=[CH:7]2.[OH-].[K+]>CO>[Cl:1][C:2]1[CH:3]=[CH:4][CH:5]=[C:6]([C:7]#[N:8])[C:11]=1[C:10]1[NH:9][C:15](=[O:16])[C:14]([C:17]2[CH:22]=[CH:21][CH:20]=[CH:19][CH:18]=2)=[CH:13][C:12]=1[C:23]([OH:25])=[O:24] |f:1.2|. Procedure details: A.a) A mixture of 72.9 g of methyl 11-chloro-4-oxo-3-phenyl4H-pyrido[2,1-a]phthalazine-1-carboxylate, 112 g of potassium hydroxide and 1200 ml of methanol was heated to boiling under reflux for 46 hours under argon. The mixture was then concentrated to about 200 ml, the yellow suspension was diluted with 1000 ml of water, filtered and the aqueous phase was extracted three times with 200 ml of methylene chloride each time. The aqueous phase was acidified with 25 percent hydrochloric acid and the ... Starting materials: COc1ccc(CNc2nc(N3CCCC3CO)cnc2C(=O)O)cc1Cl, CCN=C=NCCCN(C)C, CN(C)C=O, Cl, CN1CCOC(CN)C1, O, On1nnc2ccccc21. The product is COc1ccc(CNc2nc(N3CCCC3CO)cnc2C(=O)NCC2CN(C)CCO2)cc1Cl. As a reaction SMILES: [C:1](=[O:2])([OH:3])[c:4]1[n:5][cH:6][c:7]([N:21]2[CH:22]([CH2:26][OH:27])[CH2:23][CH2:24][CH2:25]2)[n:8][c:9]1[NH:10][CH2:11][c:12]1[cH:13][c:14]([Cl:20])[c:15]([O:18][CH3:19])[cH:16][cH:17]1.[CH2:38]([N:39]=[C:40]=[N:41][CH2:42][CH2:43][CH2:44][N:45]([CH3:46])[CH3:47])[CH3:48].[CH3:59][N:60]([CH3:61])[CH:62]=[O:63].[ClH:37].[NH2:28][CH2:29][CH:30]1[O:31][CH2:32][CH2:33][N:34]([CH3:36])[CH2:35]1.[OH2:64].[OH:49][n:50]1[c:51]2[cH:52][cH:53][cH:54][cH:55][c:56]2[n:57][n:58]1>>[C:1](=[O:2])([c:4]1[n:5][cH:6][c:7]([N:21]2[CH:22]([CH2:26][OH:27])[CH2:23][CH2:24][CH2:25]2)[n:8][c:9]1[NH:10][CH2:11][c:12]1[cH:13][c:14]([Cl:20])[c:15]([O:18][CH3:19])[cH:16][cH:17]1)[NH:28][CH2:29][CH:30]1[O:31][CH2:32][CH2:33][N:34]([CH3:36])[CH2:35]1. Starting materials: CC1=CN=CC(=N1)C(=O)OC (methyl 6-methylpyrazine-2-carboxylate), N1CCOCC1 (morpholine), C1CC(=O)N(C1=O)Br (NBS), amine. The product is N1(CCOCC1)CC1=CN=CC(=N1)C(=O)OC (methyl 6-(morpholin-4-ylmethyl)pyrazine-2-carboxylate). RXN SMILES: [CH3:1][C:2]1[N:7]=[C:6]([C:8]([O:10][CH3:11])=[O:9])[CH:5]=[N:4][CH:3]=1.C1C(=O)N(Br)C(=O)C1.[NH:20]1[CH2:25][CH2:24][O:23][CH2:22][CH2:21]1>>[N:20]1([CH2:1][C:2]2[N:7]=[C:6]([C:8]([O:10][CH3:11])=[O:9])[CH:5]=[N:4][CH:3]=2)[CH2:25][CH2:24][O:23][CH2:22][CH2:21]1. Procedure: By using 3.42 g of methyl 6-methylpyrazine-2-carboxylate and 4.40 g of NBS, a bromination reaction was performed by the method similar to Preparation Example 62. Thereafter, by using 10 mL of morpholine as amine, the reaction similar to Preparation Example 9 was performed, thereby obtaining 987 mg of methyl 6-(morpholin-4-ylmethyl)pyrazine-2-carboxylate. Reaction SMILES: [N:1]1[CH:6]=[CH:5][CH:4]=[C:3]([NH:7][C:8]([C:10]2[C:18]3[C:17]4[CH:19]=[C:20]([NH2:23])[CH:21]=[CH:22][C:16]=4[O:15][C:14]=3[C:13]([O:24][CH3:25])=[CH:12][CH:11]=2)=[O:9])[CH:2]=1.[C:26](Cl)(=[O:28])[CH3:27].N1C=CC=CC=1>C1COCC1>[N:1]1[CH:6]=[CH:5][CH:4]=[C:3]([NH:7][C:8]([C:10]2[C:18]3[C:17]4[CH:19]=[C:20]([NH:23][C:26](=[O:28])[CH3:27])[CH:21]=[CH:22][C:16]=4[O:15][C:14]=3[C:13]([O:24][CH3:25])=[CH:12][CH:11]=2)=[O:9])[CH:2]=1. Conditions: time 1 hour. Solvent: C1CCOC1 (THF). Procedure: N1-(pyrid-3-yl)-4-methoxy-8-amino-dibenzo[b,d]furan-1-carboxamide (100 mg, 0.30 mmol) (step 2) was treated with acetyl chloride (1.1 eq.) in THF (10 ml) containing pyridine (1.1 eq) at 0° C. and allowed to warm to room temperature. The reaction was stirred at room temperature for 1 h. THF was evaporated and the residue was purified by silica gel column chromatography using 25% acetone-chloroform as eluent to obtain 6 mg of N1-(pyrid-3-yl)-4-methoxy-8-acetamido-dibenzo[b,d]furan-1-carboxamide as ... Starting materials: N1=CC(=CC=C1)NC(=O)C1=CC=C(C=2OC3=C(C21)C=C(C=C3)N)OC (N1-(pyrid-3-yl)-4-methoxy-8-amino-dibenzo[b,d]furan-1-carboxamide), C(C)(=O)Cl (acetyl chloride), N1=CC=CC=C1 (pyridine). Yields the product N1=CC(=CC=C1)NC(=O)C1=CC=C(C=2OC3=C(C21)C=C(C=C3)NC(C)=O)OC (N1-(pyrid-3-yl)-4-methoxy-8-acetamido-dibenzo[b,d]furan-1-carboxamide).